Task: describe an organic reaction: reactants, conditions, products, and yield. Dataset: the Open Reaction Database (ORD), a public repository of structured organic reaction records Reactants: CC(C)(C)[Si](Oc1cccc(C(=O)c2n[nH]c3ccccc23)c1)(c1ccccc1)c1ccccc1, CCOC(C)=O, CCCCCC, [H-], CC(C)CI, [Na+], CN(C)C=O. Yields the product CC(C)Cn1nc(C(=O)c2cccc(O[Si](c3ccccc3)(c3ccccc3)C(C)(C)C)c2)c2ccccc21. As a reaction SMILES: [C:1]([CH3:2])([CH3:3])([CH3:4])[Si:5]([O:6][c:7]1[cH:8][c:9]([C:13](=[O:14])[c:15]2[n:16][nH:17][c:18]3[cH:19][cH:20][cH:21][cH:22][c:23]23)[cH:10][cH:11][cH:12]1)([c:24]1[cH:25][cH:26][cH:27][cH:28][cH:29]1)[c:30]1[cH:31][cH:32][cH:33][cH:34][cH:35]1.[C:43]([O:44][CH2:45][CH3:46])(=[O:47])[CH3:48].[CH3:49][CH2:50][CH2:51][CH2:52][CH2:53][CH3:54].[H-:36].[I:38][CH2:39][CH:40]([CH3:41])[CH3:42].[Na+:37].[O:55]=[CH:56][N:57]([CH3:58])[CH3:59]>>[C:1]([CH3:2])([CH3:3])([CH3:4])[Si:5]([O:6][c:7]1[cH:8][c:9]([C:13](=[O:14])[c:15]2[n:16][n:17]([CH2:39][CH:40]([CH3:41])[CH3:42])[c:18]3[cH:19][cH:20][cH:21][cH:22][c:23]23)[cH:10][cH:11][cH:12]1)([c:24]1[cH:25][cH:26][cH:27][cH:28][cH:29]1)[c:30]1[cH:31][cH:32][cH:33][cH:34][cH:35]1. The reactants are CCN=C=O, C1CCOC1, CN([SiH](C)C)[Si](C)(C)C, CCN(CC)CCCCNc1ncc2cc(-c3c(Cl)cccc3Cl)c(N)nc2n1, Cl, [K]. The product is CCNC(=O)Nc1nc2nc(NCCCCN(CC)CC)ncc2cc1-c1c(Cl)cccc1Cl. Reaction SMILES: [CH2:40]([CH3:41])[N:42]=[C:43]=[O:44].[CH2:46]1[O:47][CH2:48][CH2:49][CH2:50]1.[CH3:30][SiH:31]([CH3:32])[N:33]([CH3:34])[Si:35]([CH3:36])([CH3:37])[CH3:38].[Cl:1][c:2]1[c:3](-[c:9]2[cH:10][c:11]3[c:12]([n:13][c:14]([NH:17][CH2:18][CH2:19][CH2:20][CH2:21][N:22]([CH2:23][CH3:24])[CH2:25][CH3:26])[n:15][cH:16]3)[n:27][c:28]2[NH2:29])[c:4]([Cl:8])[cH:5][cH:6][cH:7]1.[ClH:45].[K:39]>>[Cl:1][c:2]1[c:3](-[c:9]2[cH:10][c:11]3[c:12]([n:13][c:14]([NH:17][CH2:18][CH2:19][CH2:20][CH2:21][N:22]([CH2:23][CH3:24])[CH2:25][CH3:26])[n:15][cH:16]3)[n:27][c:28]2[NH:29][C:43]([NH:42][CH2:40][CH3:41])=[O:44])[c:4]([Cl:8])[cH:5][cH:6][cH:7]1. Reactants: Cl (HCl), COC=1C=C(C=C(C1OC)OC)O (3,4,5-trimethoxyphenol), cuprous oxide, cuprous oxide, COC=1C=C(C=C(C1OC)OC)O (3,4,5-trimethoxyphenol), C(C)(C)N(C(C1=CC(=C(C=C1)Br)OC)=O)C1CCCCC1 (4-bromo-3-methoxybenzoic acid N-isopropyl-N-cyclohexyl amide). The solvent is N1=C(C=C(C=C1C)C)C (2,4,6-collidine). Run at time 36 hour. Product: C1(CCCCC1)N(C(C1=CC(=C(C=C1)OC1=CC(=C(C(=C1)OC)OC)OC)OC)=O)C(C)C (N-cyclohexyl-3-methoxy-N-(1-methylethyl)-4-(3,4,5-trimethoxyphenoxy)benzamide). As a reaction SMILES: [CH3:1][O:2][C:3]1[CH:4]=[C:5]([OH:13])[CH:6]=[C:7]([O:11][CH3:12])[C:8]=1[O:9][CH3:10].[CH:14]([N:17]([CH:29]1[CH2:34][CH2:33][CH2:32][CH2:31][CH2:30]1)[C:18](=[O:28])[C:19]1[CH:24]=[CH:23][C:22](Br)=[C:21]([O:26][CH3:27])[CH:20]=1)([CH3:16])[CH3:15].Cl>N1C(C)=CC(C)=CC=1C>[CH:29]1([N:17]([CH:14]([CH3:16])[CH3:15])[C:18](=[O:28])[C:19]2[CH:24]=[CH:23][C:22]([O:13][C:5]3[CH:6]=[C:7]([O:11][CH3:12])[C:8]([O:9][CH3:10])=[C:3]([O:2][CH3:1])[CH:4]=3)=[C:21]([O:26][CH3:27])[CH:20]=2)[CH2:34][CH2:33][CH2:32][CH2:31][CH2:30]1. Procedure details: A slurry of cuprous oxide (1.00 g, 6.78 mmol) in a solution of 3,4,5-trimethoxyphenol (1.62 g, 8.53 mmol) and 4-bromo-3-methoxybenzoic acid N-isopropyl-N-cyclohexyl amide (2.42 g, 6.8I mmol) in 2,4,6-collidine (30 ml) was refluxed with stirring under a nitrogen atmosphere for 36 hr. Additional 3,4,5-trimethoxyphenol (0.32 g), and cuprous oxide (0.16 g) were added and reflux continued for 72 hrs. The reaction mixture was cooled, poured onto 6N HCl and extracted three times with ethyl acetate. The...